Task: describe an organic reaction: reactants, conditions, products, and yield. Dataset: the Open Reaction Database (ORD), a public repository of structured organic reaction records The reactants are C(CCC)OC1=NC(=C2N=C(N(C2=N1)CCCC1CCNCC1)OC)N (2-(butyloxy)-8-(methyloxy)-9-[3-(4-piperidinyl)propyl]-9H-purin-6-amine), ICCC (1-iodopropane). The product is NC1=C2NC(N(C2=NC(=N1)OCCCC)CCCC1CCN(CC1)CCC)=O (6-Amino-2-(butyloxy)-9-[3-(1-propyl-4-piperidinyl)propyl]-7,9-dihydro-8H-purin-8-one). Reaction SMILES: [CH2:1]([O:5][C:6]1[N:14]=[C:13]2[C:9]([N:10]=[C:11]([O:24]C)[N:12]2[CH2:15][CH2:16][CH2:17][CH:18]2[CH2:23][CH2:22][NH:21][CH2:20][CH2:19]2)=[C:8]([NH2:26])[N:7]=1)[CH2:2][CH2:3][CH3:4].I[CH2:28][CH2:29][CH3:30]>>[NH2:26][C:8]1[N:7]=[C:6]([O:5][CH2:1][CH2:2][CH2:3][CH3:4])[N:14]=[C:13]2[C:9]=1[NH:10][C:11](=[O:24])[N:12]2[CH2:15][CH2:16][CH2:17][CH:18]1[CH2:23][CH2:22][N:21]([CH2:28][CH2:29][CH3:30])[CH2:20][CH2:19]1. Procedure: Prepared similarly to Example 14 from 2-(butyloxy)-8-(methyloxy)-9-[3-(4-piperidinyl)propyl]-9H-purin-6-amine and 1-iodopropane. Reaction conditions: temperature 50 celsius, time 2 hour. Yields the product C12CCC(CC1)C2CC(=O)Cl (bicyclo[2.2.1]hept-7-yl acetyl chloride). Starting materials: C12CCC(CC1)C2CC(=O)O (bicyclo[2.2.1]hept-7-yl acetic acid), S(=O)(Cl)Cl (thionyl chloride). Reported procedure: 0.0455 Mole of bicyclo[2.2.1]hept-7-yl acetic acid is mixed with 20 ml. of thionyl chloride at room temperature and allowed to stand for 2 hours. The mixture is then warmed to 50° C and maintained at this temperature for another 2 hours. Excess thionyl chloride is then removed by distillation, under reduced pressure, affording a crude bicyclo[2.2.1]hept-7-yl acetyl chloride residue which is then dissolved in 50 ml. of ethyl ether and added dropwise to a concentrated aqueous ammonia solution (20 ... Reaction SMILES: [CH:1]12[CH:7]([CH2:8][C:9]([OH:11])=O)[CH:4]([CH2:5][CH2:6]1)[CH2:3][CH2:2]2.S(Cl)([Cl:14])=O>>[CH:1]12[CH:7]([CH2:8][C:9]([Cl:14])=[O:11])[CH:4]([CH2:5][CH2:6]1)[CH2:3][CH2:2]2. The reactants are CC(CO)Nc1nc(Cl)ncc1Br, CC#N, Cl, CS(=O)(=N[N+](=O)[O-])c1cccc(N)c1, [Na+], O=C([O-])O, C1COCCO1. Product: CC(CO)Nc1nc(Nc2cccc(S(C)(=O)=N[N+](=O)[O-])c2)ncc1Br. As a reaction SMILES: [Br:15][c:16]1[c:17]([NH:23][CH:24]([CH2:25][OH:26])[CH3:27])[n:18][c:19]([Cl:22])[n:20][cH:21]1.[CH3:34][C:35]#[N:36].[ClH:28].[NH2:1][c:2]1[cH:3][c:4]([S:8](=[O:9])(=[N:10][N+:11](=[O:12])[O-:13])[CH3:14])[cH:5][cH:6][cH:7]1.[Na+:33].[O-:29][C:30]([OH:31])=[O:32].[O:37]1[CH2:38][CH2:39][O:40][CH2:41][CH2:42]1>>[NH:1]([c:2]1[cH:3][c:4]([S:8](=[O:9])(=[N:10][N+:11](=[O:12])[O-:13])[CH3:14])[cH:5][cH:6][cH:7]1)[c:19]1[n:18][c:17]([NH:23][CH:24]([CH2:25][OH:26])[CH3:27])[c:16]([Br:15])[cH:21][n:20]1.